From a dataset of the Open Reaction Database (ORD), a public repository of structured organic reaction records. describe an organic reaction: reactants, conditions, products, and yield The reactants are Cc1cc(Br)cnc1Br, CCN(C(C)C)C(C)C, CC1CNCCN1c1cc(-c2ccc(F)cc2)nc(N2CCCC2C)n1, O. Product: Cc1cc(Br)cnc1N1CCN(c2cc(-c3ccc(F)cc3)nc(N3CCCC3C)n2)C(C)C1. As a reaction SMILES: [Br:27][c:28]1[n:29][cH:30][c:31]([Br:35])[cH:32][c:33]1[CH3:34].[CH:36]([N:37]([CH2:38][CH3:39])[CH:40]([CH3:41])[CH3:42])([CH3:43])[CH3:44].[F:1][c:2]1[cH:3][cH:4][c:5](-[c:8]2[n:9][c:10]([N:21]3[CH:22]([CH3:26])[CH2:23][CH2:24][CH2:25]3)[n:11][c:12]([N:14]3[CH:15]([CH3:20])[CH2:16][NH:17][CH2:18][CH2:19]3)[cH:13]2)[cH:6][cH:7]1.[OH2:45]>>[F:1][c:2]1[cH:3][cH:4][c:5](-[c:8]2[n:9][c:10]([N:21]3[CH:22]([CH3:26])[CH2:23][CH2:24][CH2:25]3)[n:11][c:12]([N:14]3[CH:15]([CH3:20])[CH2:16][N:17]([c:28]4[n:29][cH:30][c:31]([Br:35])[cH:32][c:33]4[CH3:34])[CH2:18][CH2:19]3)[cH:13]2)[cH:6][cH:7]1. Solvent: ClC1=C(C=CC=C1)Cl (o-dichlorobenzene). Isolated yield 63.5%. The reactants are C(C)(=O)OCOCOC(C)=O (bis(acetoxymethyl) ether), ClC1=CC=C(C=C1)O (p-chlorophenol), [O-2].[Al+3].[O-2].[O-2].[Al+3] (aluminum oxide). Reported procedure: A solution of 16.2 g (0.1 mole) of bis(acetoxymethyl) ether and 39 g (0.30 mole) of p-chlorophenol in 80 ml of o-dichlorobenzene were treated with 1.0 g of neutral aluminum oxide (80-240 mesh) and heated to reflux (pot temp. 180°-185° C.). Distillate was removed at about 10 ml/hr over a 4 hour period. The reaction mixture was filtered hot, stripped in vacuo, and triturated with light petroleum ether to furnish 19.0 g (61% yield) of product, mp 53.5°-4° C. Reaction SMILES: [C:1]([O:4][CH2:5][O:6][CH2:7][O:8][C:9](=O)[CH3:10])(=O)[CH3:2].[Cl:12][C:13]1[CH:18]=[CH:17]C(O)=C[CH:14]=1.[O-2].[Al+3].[O-2].[O-2].[Al+3]>ClC1C=CC=CC=1Cl>[Cl:12][C:13]1[CH:18]=[CH:17][C:1]([O:4][CH2:5][O:6][CH2:7][O:8][C:9]2[CH:10]=[CH:14][C:13]([Cl:12])=[CH:18][CH:17]=2)=[CH:2][CH:14]=1 |f:2.3.4.5.6|. The product is ClC1=CC=C(OCOCOC2=CC=C(C=C2)Cl)C=C1 (Bis(p-chlorophenoxymethyl) Ether). Starting materials: C1(=CC=C(C=C1)C(=O)OC(=O)C1=CC=C(C=C1)C)C (para-toluic anhydride), CS(=O)(=O)O (methane sulfonic acid). Run in [N+](=O)([O-])C (nitromethane). Run at time 20 minute. The product is C1(=CC=C(C=C1)C(=O)O)C (para-toluic acid). Isolated yield 100.0%. Reaction SMILES: [C:1]1([CH3:19])[CH:6]=[CH:5][C:4]([C:7]([O:9]C(C2C=CC(C)=CC=2)=O)=[O:8])=[CH:3][CH:2]=1.CS(O)(=O)=O>[N+](C)([O-])=O>[C:1]1([CH3:19])[CH:6]=[CH:5][C:4]([C:7]([OH:9])=[O:8])=[CH:3][CH:2]=1. Procedure: 25.4 g (0.1 mole) of para-toluic anhydride was dissolved in 100 ml of warm nitromethane and then 9.6 g (0.1 mole) of methane sulfonic acid was added. The reaction mixture was stirred for 20 minutes and then filtered, giving 13.72 g (0.1 mole) of para-toluic acid precipitant. The reaction was quantitative, resulting in the para-toluic methane sulfonic anhydride dissolved in nitromethane.